describe an organic reaction: reactants, conditions, products, and yield From a dataset of the Open Reaction Database (ORD), a public repository of structured organic reaction records. Reactants: OC1=CC=C(C=C1)C(CCCCC)=O (1-[4-Hydroxyphenyl]-1-hexanone), BrC(C(=O)OCC)CCCCCCCC (ethyl (RS)-2-bromodecanoate). Yields the product C(CCCCC)(=O)C1=CC=C(OC(C(=O)OCC)CCCCCCCC)C=C1 (Ethyl (RS)-2-[4-Hexanoylphenoxy]decanoate). The yield is 80.4%. As a reaction SMILES: [OH:1][C:2]1[CH:7]=[CH:6][C:5]([C:8](=[O:14])[CH2:9][CH2:10][CH2:11][CH2:12][CH3:13])=[CH:4][CH:3]=1.Br[CH:16]([CH2:22][CH2:23][CH2:24][CH2:25][CH2:26][CH2:27][CH2:28][CH3:29])[C:17]([O:19][CH2:20][CH3:21])=[O:18]>>[C:8]([C:5]1[CH:4]=[CH:3][C:2]([O:1][CH:16]([CH2:22][CH2:23][CH2:24][CH2:25][CH2:26][CH2:27][CH2:28][CH3:29])[C:17]([O:19][CH2:20][CH3:21])=[O:18])=[CH:7][CH:6]=1)(=[O:14])[CH2:9][CH2:10][CH2:11][CH2:12][CH3:13]. Reported procedure: 1-[4-Hydroxyphenyl]-1-hexanone (384 mg, 2.0 mmol) and ethyl (RS)-2-bromodecanoate (614 mg, 2.2 mmol) were reacted according to the procedure used for the preparation of I to give Ethyl (RS)-2-[4-Hexanoylphenoxy]decanoate (628 mg, 80%). 1H NMR (400 MHz, CDCl3): δ 7.86 (d, J=9.0 Hz, 2H), 6.84 (d, J=9.0 Hz, 2H), 4.60-4.65 (m, 1H), 4.15 (q, J=7.0 Hz, 2H), 2.83 (t, J=7.3 Hz, 2H), 1.86-1.97 (m, 2H), 1.61-1.70 (m, 2H), 1.38-1.52 (m, 2H), 1.20-1.34 (m, 14H), 1.18 (t, J=7.2 Hz, 3H), 0.78-0.87 (m, 6H); 13... The reactants are FC1=CC=C(C=C1)C1=CC=C(C=C1)OCC1CN(CC1)C(=O)OC(C)(C)C (tert-butyl 3-(4′-fluorobiphenyl-4-yloxymethyl)pyrrolidine-1-carboxylate), FC(C(=O)O)(F)F (trifluoroacetic acid). Run in ClCCl (dichloromethane). Reaction conditions: time 2 hour. The product is FC1=CC=C(C=C1)C1=CC=C(C=C1)OCC1CNCC1 (3-(4′-Fluorobiphenyl-4-yloxymethyl)pyrrolidine). Isolated yield 86.6%. Reaction SMILES: [F:1][C:2]1[CH:7]=[CH:6][C:5]([C:8]2[CH:13]=[CH:12][C:11]([O:14][CH2:15][CH:16]3[CH2:20][CH2:19][N:18](C(OC(C)(C)C)=O)[CH2:17]3)=[CH:10][CH:9]=2)=[CH:4][CH:3]=1.FC(F)(F)C(O)=O>ClCCl>[F:1][C:2]1[CH:7]=[CH:6][C:5]([C:8]2[CH:13]=[CH:12][C:11]([O:14][CH2:15][CH:16]3[CH2:20][CH2:19][NH:18][CH2:17]3)=[CH:10][CH:9]=2)=[CH:4][CH:3]=1. Reported procedure: 1.55 g (4.17 mmol) of tert-butyl 3-(4′-fluorobiphenyl-4-yloxymethyl)pyrrolidine-1-carboxylate are dissolved in 40 ml of dichloromethane and then, at 0° C., 6.00 ml (80.77 mmol) of trifluoroacetic acid are subsequently added. After stirring at ambient temperature for two hours, the mixture is concentrated to dryness and then the residue is taken up in water and dichloromethane. A saturated sodium hydrogencarbonate solution is added and then the aqueous phase is extracted with dichloromethane. The... Starting materials: CC1(C(NC(N1)=O)=O)C (5,5-dimethylhydantoin), ( ii ), methylolated hydantoin fatty acid ester, ester, C1CO1 (ethylene oxide), [OH-].[Na+] (sodium hydroxide). Yields the product OCCN1C(=O)NC(=O)C1(C)C (1-(2-hydroxyethyl)-5,5-dimethylhydantoin), ( vi ). As a reaction SMILES: [CH3:1][C:2]1([CH3:9])[NH:6][C:5](=[O:7])[NH:4][C:3]1=[O:8].[CH2:10]1[O:12][CH2:11]1.[OH-].[Na+]>>[OH:12][CH2:11][CH2:10][N:6]1[C:2]([CH3:9])([CH3:1])[C:3](=[O:8])[NH:4][C:5]1=[O:7] |f:2.3|. Procedure details: Thus, to make the non-methylolated hydantoin fatty acid ester, or MHEDMH ester (Ia), 5,5-dimethylhydantoin, or DMH (ii) [C5H8O2N2 =128 mol. wt.], is reacted with ethylene oxide in a first step per reaction scheme (1a), e.g. in the presence of a catalyst such as sodium hydroxide, to form monohydroxyethyl dimethylhydantoin, or 1-(2-hydroxyethyl)-5,5-dimethylhydantoin [i.e., 1-(2-hydroxyethyl)-5,5-dimethyl-1,3-diazacyclopentane-2,4-dione], or MHEDMH (vi) [C7H12O3N2 =172 mol. wt⟧ The reactants are C(#C)[C@]1(CN2CCC1CC2)O.C(=O)([O-])[C@H](O)[C@@H](O)C(=O)[O-] ((3R)-3-ethynyl-3-quinuclidinol L-(+)-tartrate), C([O-])([O-])=O.[K+].[K+] (potassium carbonate). Run in O (water). Yields the product C(#C)[C@]1(CN2CCC1CC2)O ((3R)-3-Ethynyl-3-quinuclidinol). The yield is 87.3%. As a reaction SMILES: [C:1]([C@:3]1([OH:11])[CH:8]2[CH2:9][CH2:10][N:5]([CH2:6][CH2:7]2)[CH2:4]1)#[CH:2].C([C@@H]([C@H](C([O-])=O)O)O)([O-])=O.C(=O)([O-])[O-].[K+].[K+]>O>[C:1]([C@:3]1([OH:11])[CH:8]2[CH2:9][CH2:10][N:5]([CH2:6][CH2:7]2)[CH2:4]1)#[CH:2] |f:0.1,2.3.4|. Reported procedure: 15.6 g of (3R)-3-ethynyl-3-quinuclidinol +L-(+)-tartrate was dissolved in 150 ml of water and 20 g of anhydrous potassium carbonate was added little by little under stirring. The resulting crystal were collected by filtration, washed with water and then dried, to give 6.88 g of the title compound. The reactants are C(C)C1=CC(=C(NC1=O)C)C1=CC=C(S1)S(=O)(=O)Cl (5-(5-Ethyl-2-methyl-6-oxo-1,6-dihydropyridin-3-yl)thiophene-2-sulfonyl chloride), N1=CC(=CC=C1)CCN (2-pyridin-3-yl-ethylamine). Product: Cl.N1=CC(=CC=C1)CCNS(=O)(=O)C=1SC(=CC1)C1=C(NC(C(=C1)CC)=O)C (5-(5-Ethyl-2-methyl-6-oxo-1,6-dihydropyridin-3-yl)thiophene-2-sulfonic acid (2-pyridin-3-yl-ethyl)amide hydrochloride). Isolated yield 31.0%. Reaction SMILES: [CH2:1]([C:3]1[C:8](=[O:9])[NH:7][C:6]([CH3:10])=[C:5]([C:11]2[S:15][C:14]([S:16]([Cl:19])(=[O:18])=[O:17])=[CH:13][CH:12]=2)[CH:4]=1)[CH3:2].[N:20]1[CH:25]=[CH:24][CH:23]=[C:22]([CH2:26][CH2:27][NH2:28])[CH:21]=1>>[ClH:19].[N:20]1[CH:25]=[CH:24][CH:23]=[C:22]([CH2:26][CH2:27][NH:28][S:16]([C:14]2[S:15][C:11]([C:5]3[CH:4]=[C:3]([CH2:1][CH3:2])[C:8](=[O:9])[NH:7][C:6]=3[CH3:10])=[CH:12][CH:13]=2)(=[O:18])=[O:17])[CH:21]=1 |f:2.3|. Reported procedure: 5-(5-Ethyl-2-methyl-6-oxo-1,6-dihydropyridin-3-yl)thiophene-2-sulfonyl chloride is reacted with 2-pyridin-3-yl-ethylamine as described in Steps 5 and 6, Example 24 to give the title compound as a cream-yellow solid (31% yield). LC/MS: RT 2.02 min, m/e 404 (M+H); 1H NMR (δ, ppm): 11.85 (1H, s), 8.79-8.82 (2H, m), 8.47 (1H, d), 7.98-8.08 (2H, m), 7.52 (1H, dd), 7.33 (1H, s), 7.15 (1H, dd), 3.25 (2H, dt), 2.98 (2H, t), 2.41 (2H, q), 2.31 (3H, s), 1.10 (3H, t). Yield: 59.0%. As a reaction SMILES: [CH2:1]([N:4]=[CH:5][C:6]([CH3:11])([CH3:10])[CH2:7][CH:8]=[CH2:9])[CH:2]=[CH2:3].[BH4-].[Na+]>CO>[CH2:1]([NH:4][CH2:5][C:6]([CH3:11])([CH3:10])[CH2:7][CH:8]=[CH2:9])[CH:2]=[CH2:3] |f:1.2|. Starting materials: C(C=C)N=CC(CC=C)(C)C (Allyl-(2,2-dimethyl-pent-4-enylidene)-amine), [BH4-].[Na+] (NaBH4). Run in CO (MeOH). Yields the product C(C=C)NCC(CC=C)(C)C (Allyl-(2,2-dimethyl-pent-4-enyl)-amine). Conditions: time 5 hour. Procedure details: Allyl-(2,2-dimethyl-pent-4-enylidene)-amine of Example 92a (3.76 g, 25 mmol) was diluted in 5 ml MeOH. To the solution NaBH4 (0.95 g, 25 mmol) was added at 0° C. After addition the mixture was stirred at r.t. for 5 h. Methanol was removed on rotavapor and the residue was partitioned between EtOAc/20% NaOH. The organic layer was dried over Na2SO4, fitered and evaperated to give 2.26 g of the title compound: MS (M+H+): 154.0; 1H-NMR (400 MHz, CDCl3): 5.93-5.76(m, 2H), 5.29-4.99(m, 4H), 3.22(d, 2H)... Starting materials: CCOC(=O)CCCCCBr, O=C([O-])[O-], CCO, [I-], [K+], [K+], [Na+], Oc1cccc2occc12. The product is CCOC(=O)CCCCCOc1cccc2occc12. Reaction SMILES: [Br:11][CH2:12][CH2:13][CH2:14][CH2:15][CH2:16][C:17](=[O:18])[O:19][CH2:20][CH3:21].[C:22](=[O:23])([O-:24])[O-:25].[CH3:30][CH2:31][OH:32].[I-:29].[K+:26].[K+:27].[Na+:28].[OH:1][c:2]1[cH:3][cH:4][cH:5][c:6]2[c:7]1[cH:8][cH:9][o:10]2>>[O:1]([c:2]1[cH:3][cH:4][cH:5][c:6]2[c:7]1[cH:8][cH:9][o:10]2)[CH2:12][CH2:13][CH2:14][CH2:15][CH2:16][C:17](=[O:18])[O:19][CH2:20][CH3:21].